The task is: describe an organic reaction: reactants, conditions, products, and yield. This data is from the Open Reaction Database (ORD), a public repository of structured organic reaction records. Starting materials: CCOC(CN1C(=O)C(CC(=O)Nc2ccc(C)cc2)(NC(=O)Nc2ccc(C)cc2)c2ccccc21)OCC, CC(C)=O, Cl, O. The product is Cc1ccc(NC(=O)CC2(NC(=O)Nc3ccc(C)cc3)C(=O)N(CC=O)c3ccccc32)cc1. Reaction SMILES: [CH2:1]([O:3][CH:4]([O:2][CH2:38][CH3:39])[CH2:5][N:6]1[C:7](=[O:37])[C:8]([NH:15][C:16](=[O:17])[NH:18][c:19]2[cH:20][cH:21][c:22]([CH3:25])[cH:23][cH:24]2)([CH2:26][C:27](=[O:28])[NH:29][c:30]2[cH:31][cH:32][c:33]([CH3:36])[cH:34][cH:35]2)[c:9]2[cH:10][cH:11][cH:12][cH:13][c:14]21)[CH3:40].[CH3:43][C:44](=[O:45])[CH3:46].[ClH:41].[OH2:42]>>[O:3]=[CH:4][CH2:5][N:6]1[C:7](=[O:37])[C:8]([NH:15][C:16](=[O:17])[NH:18][c:19]2[cH:20][cH:21][c:22]([CH3:25])[cH:23][cH:24]2)([CH2:26][C:27](=[O:28])[NH:29][c:30]2[cH:31][cH:32][c:33]([CH3:36])[cH:34][cH:35]2)[c:9]2[cH:10][cH:11][cH:12][cH:13][c:14]21. Reactants: CCSc1nc(C)c(Br)c(=O)n1Cc1ccc(-c2ccccc2C#N)cc1, O=C([O-])[O-], C1COCCO1, CCOC(C)=O, [Cs+], [Cs+], OB(O)c1ccccc1, c1ccc(P(c2ccccc2)(c2ccccc2)[Pd](P(c2ccccc2)(c2ccccc2)c2ccccc2)(P(c2ccccc2)(c2ccccc2)c2ccccc2)P(c2ccccc2)(c2ccccc2)c2ccccc2)cc1. Yields the product CCSc1nc(C)c(-c2ccccc2)c(=O)n1Cc1ccc(-c2ccccc2C#N)cc1. RXN SMILES: [Br:1][c:2]1[c:3]([CH3:27])[n:4][c:5]([S:24][CH2:25][CH3:26])[n:6]([CH2:9][c:10]2[cH:11][cH:12][c:13](-[c:16]3[c:17]([C:22]#[N:23])[cH:18][cH:19][cH:20][cH:21]3)[cH:14][cH:15]2)[c:7]1=[O:8].[C:37](=[O:38])([O-:39])[O-:40].[CH2:43]1[O:44][CH2:45][CH2:46][O:47][CH2:48]1.[CH3:49][CH2:50][O:51][C:52](=[O:53])[CH3:54].[Cs+:41].[Cs+:42].[OH:28][B:29]([OH:30])[c:31]1[cH:32][cH:33][cH:34][cH:35][cH:36]1.[cH:55]1[cH:56][cH:57][c:58]([P:59]([Pd:60]([P:61]([c:62]2[cH:63][cH:64][cH:65][cH:66][cH:67]2)([c:68]2[cH:69][cH:70][cH:71][cH:72][cH:73]2)[c:74]2[cH:75][cH:76][cH:77][cH:78][cH:79]2)([P:80]([c:81]2[cH:82][cH:83][cH:84][cH:85][cH:86]2)([c:87]2[cH:88][cH:89][cH:90][cH:91][cH:92]2)[c:93]2[cH:94][cH:95][cH:96][cH:97][cH:98]2)[P:99]([c:100]2[cH:101][cH:102][cH:103][cH:104][cH:105]2)([c:106]2[cH:107][cH:108][cH:109][cH:110][cH:111]2)[c:112]2[cH:113][cH:114][cH:115][cH:116][cH:117]2)([c:118]2[cH:119][cH:120][cH:121][cH:122][cH:123]2)[c:124]2[cH:125][cH:126][cH:127][cH:128][cH:129]2)[cH:130][cH:131]1>>[c:2]1(-[c:31]2[cH:32][cH:33][cH:34][cH:35][cH:36]2)[c:3]([CH3:27])[n:4][c:5]([S:24][CH2:25][CH3:26])[n:6]([CH2:9][c:10]2[cH:11][cH:12][c:13](-[c:16]3[c:17]([C:22]#[N:23])[cH:18][cH:19][cH:20][cH:21]3)[cH:14][cH:15]2)[c:7]1=[O:8]. Reactants: COC(=O)c1ccccc1CCCNC(Cc1cc(F)cc(F)c1)C(O)CNC1(c2cccc(C(C)(C)C)c2)CCCCC1, CO, [K+], [Li+], [OH-], [OH-], O. Product: CC(C)(C)c1cccc(C2(NCC(O)C(Cc3cc(F)cc(F)c3)NCCCc3ccccc3C(=O)O)CCCCC2)c1. As a reaction SMILES: [CH3:1][O:2][C:3]([c:4]1[c:5]([CH2:10][CH2:11][CH2:12][NH:13][CH:14]([CH:15]([CH2:16][NH:17][C:18]2([c:24]3[cH:25][c:26]([C:30]([CH3:31])([CH3:32])[CH3:33])[cH:27][cH:28][cH:29]3)[CH2:19][CH2:20][CH2:21][CH2:22][CH2:23]2)[OH:34])[CH2:35][c:36]2[cH:37][c:38]([F:43])[cH:39][c:40]([F:42])[cH:41]2)[cH:6][cH:7][cH:8][cH:9]1)=[O:44].[CH3:50][OH:51].[K+:49].[Li+:47].[OH-:46].[OH-:48].[OH2:45]>>[O:2]=[C:3]([c:4]1[c:5]([CH2:10][CH2:11][CH2:12][NH:13][CH:14]([CH:15]([CH2:16][NH:17][C:18]2([c:24]3[cH:25][c:26]([C:30]([CH3:31])([CH3:32])[CH3:33])[cH:27][cH:28][cH:29]3)[CH2:19][CH2:20][CH2:21][CH2:22][CH2:23]2)[OH:34])[CH2:35][c:36]2[cH:37][c:38]([F:43])[cH:39][c:40]([F:42])[cH:41]2)[cH:6][cH:7][cH:8][cH:9]1)[OH:44]. The reactants are Cl.[C@@H]1(C[C@H](O)[C@@H](CO)O1)N1C(=O)N=C(N)C=C1 (deoxycytidine hydrochloride), C(CCCCCCCCCCCCCCC)(=O)Cl (palmitoyl chloride). Solvent: CN(C=O)C (dimethylformamide). Yields the product C(CCCCCCCCCCCCCCC)(=O)OC[C@@H]1[C@H](C[C@@H](O1)N1C(=O)N=C(N)C=C1)O (5'-O-palmitoyldeoxycytidine). Reaction SMILES: Cl.[C@@H:2]1([N:10]2[CH:17]=[CH:16][C:14]([NH2:15])=[N:13][C:11]2=[O:12])[O:9][C@H:6]([CH2:7][OH:8])[C@@H:4]([OH:5])[CH2:3]1.[C:18](Cl)(=[O:34])[CH2:19][CH2:20][CH2:21][CH2:22][CH2:23][CH2:24][CH2:25][CH2:26][CH2:27][CH2:28][CH2:29][CH2:30][CH2:31][CH2:32][CH3:33]>CN(C)C=O>[C:18]([O:8][CH2:7][C@H:6]1[O:9][C@@H:2]([N:10]2[CH:17]=[CH:16][C:14]([NH2:15])=[N:13][C:11]2=[O:12])[CH2:3][C@@H:4]1[OH:5])(=[O:34])[CH2:19][CH2:20][CH2:21][CH2:22][CH2:23][CH2:24][CH2:25][CH2:26][CH2:27][CH2:28][CH2:29][CH2:30][CH2:31][CH2:32][CH3:33] |f:0.1|. Procedure: 5'-O-palmitoyldeoxycytidine is synthesized by reacting deoxycytidine hydrochloride with 1.1 equivalents palmitoyl chloride in dry dimethylformamide.